From a dataset of the Open Reaction Database (ORD), a public repository of structured organic reaction records. describe an organic reaction: reactants, conditions, products, and yield The reactants are OC1=C2C(C=C(OC2=C(C2=C1C=CO2)O)C)=O (4,9-Dihydroxy-7-methyl-5H-furo[3,2-g]chromen-5-one), BrCCCC1=CC=C(C=C1)F (1-bromo-3-(4-fluorophenyl)propane). Product: FC1=CC=C(C=C1)CCCOC=1C2=C(C(=C3C(C=COC13)=O)O)C=CO2 (9-(3-[4-fluorophenyl]propoxy)-4-hydroxy-5H-furo[3,2-g]chromen-5-one). Isolated yield 66.0%. As a reaction SMILES: [OH:1][C:2]1[C:11]2[CH:12]=[CH:13][O:14][C:10]=2[C:9]([OH:15])=[C:8]2[C:3]=1[C:4](=[O:17])[CH:5]=[C:6](C)[O:7]2.Br[CH2:19][CH2:20][CH2:21][C:22]1[CH:27]=[CH:26][C:25]([F:28])=[CH:24][CH:23]=1>>[F:28][C:25]1[CH:26]=[CH:27][C:22]([CH2:21][CH2:20][CH2:19][O:15][C:9]2[C:10]3[O:14][CH:13]=[CH:12][C:11]=3[C:2]([OH:1])=[C:3]3[C:8]=2[O:7][CH:6]=[CH:5][C:4]3=[O:17])=[CH:23][CH:24]=1. Reported procedure: 4,9-Dihydroxy-7-methyl-5H-furo[3,2-g]chromen-5-one (2.32 g, 10 mmol) was reacted with 1-bromo-3-(4-fluorophenyl)propane (1.0 eq) according to General Procedure A to give 9-(3-[4-fluorophenyl]propoxy)-4-hydroxy-5H-furo[3,2-g]chromen-5-one (2.4 g, 66%), that was further reacted according to General Procedure D (Step 1) to provide the corresponding triflate derivative in 80% (2.6 g) yield. The triflate (2.5 g, 5.0 mmol), ZnBr2.2H2O (3.92 g, 15.0 mmol), CuI (47.5 mg, 0.25 mmol), PdCl2(PPh3)2 (105 mg... The reactants are COC1=C(C=C2CCCN3CCCC1=C23)C=CC2=CC=C(S2)C=O (5-[2-(8-methoxy-2,3,6,7-tetrahydro-1H,5H-benzo[ij]quinolizine-9-yl)vinyl]thiophene-2-carboaldehyde), C(#N)C=1C(OC(C1C)(C(F)(F)F)C1=CC=CC=C1)=C(C#N)C#N (2-(3-cyano-4-methyl-5-phenyl-5-trifluoromethyl-2(5H)-furanylidene)propanedinitrile). Solvent: C(C)O (ethanol), O1CCCC1 (tetrahydrofuran). Conditions: temperature 60 celsius. Yields the product C(#N)C=1C(OC(C1C=CC=1SC(=CC1)C=CC1=C(C=2CCCN3CCCC(C23)=C1)OC)(C(F)(F)F)C1=CC=CC=C1)=C(C#N)C#N (2-[3-cyano-4-[2-[5-[2-(8-methoxy-2,3,6,7-tetrahydro-1H,5H-benzo[ij]quinolizine-9-yl)vinyl]thiophene-2-yl]vinyl]-5-phenyl-5-trifluoromethyl-2(5H)-furanylidene]propanedinitrile). The yield is 44.9%. As a reaction SMILES: [CH3:1][O:2][C:3]1[C:14]2=[C:15]3[N:10]([CH2:11][CH2:12][CH2:13]2)[CH2:9][CH2:8][CH2:7][C:6]3=[CH:5][C:4]=1[CH:16]=[CH:17][C:18]1[S:22][C:21]([CH:23]=O)=[CH:20][CH:19]=1.[C:25]([C:27]1[C:28](=[C:43]([C:46]#[N:47])[C:44]#[N:45])[O:29][C:30]([C:37]2[CH:42]=[CH:41][CH:40]=[CH:39][CH:38]=2)([C:33]([F:36])([F:35])[F:34])[C:31]=1[CH3:32])#[N:26]>C(O)C.O1CCCC1>[C:25]([C:27]1[C:28](=[C:43]([C:46]#[N:47])[C:44]#[N:45])[O:29][C:30]([C:37]2[CH:42]=[CH:41][CH:40]=[CH:39][CH:38]=2)([C:33]([F:36])([F:34])[F:35])[C:31]=1[CH:32]=[CH:23][C:21]1[S:22][C:18]([CH:17]=[CH:16][C:4]2[CH:5]=[C:6]3[C:15]4[N:10]([CH2:9][CH2:8][CH2:7]3)[CH2:11][CH2:12][CH2:13][C:14]=4[C:3]=2[O:2][CH3:1])=[CH:19][CH:20]=1)#[N:26]. Reported procedure: In 5 ml of ethanol and 1.5 ml of tetrahydrofuran were dissolved 120 mg (0.35 mmol) of 5-[2-(8-methoxy-2,3,6,7-tetrahydro-1H,5H-benzo[ij]quinolizine-9-yl)vinyl]thiophene-2-carboaldehyde and 123 mg (0.39 mmol) of 2-(3-cyano-4-methyl-5-phenyl-5-trifluoromethyl-2(5H)-furanylidene)propanedinitrile. The mixture was stirred with heating at 60° C. for 3 hours. The solvent was evaporated off and the residue was washed with ethanol. The residue was purified by silica gel column chromatography and washed w... The reactants are [BH3-]C#N, O=C1CCc2ccccc2C1Cc1ccccc1, COc1ccccc1CN, CC(=O)O, CO, [Na+], [Na+], [Na+], O=C([O-])[O-]. The product is COc1ccccc1CNC1CCc2ccccc2C1Cc1ccccc1. Reaction SMILES: [C:1]([BH3-:2])#[N:3].[CH2:5]([c:6]1[cH:7][cH:8][cH:9][cH:10][cH:11]1)[CH:12]1[C:13](=[O:22])[CH2:14][CH2:15][c:16]2[cH:17][cH:18][cH:19][cH:20][c:21]21.[CH3:23][O:24][c:25]1[c:26]([CH2:27][NH2:28])[cH:29][cH:30][cH:31][cH:32]1.[CH3:33][C:34](=[O:35])[OH:36].[CH3:43][OH:44].[Na+:37].[Na+:38].[Na+:4].[O-:39][C:40](=[O:41])[O-:42]>>[CH2:5]([c:6]1[cH:7][cH:8][cH:9][cH:10][cH:11]1)[CH:12]1[CH:13]([NH:28][CH2:27][c:26]2[c:25]([O:24][CH3:23])[cH:32][cH:31][cH:30][cH:29]2)[CH2:14][CH2:15][c:16]2[cH:17][cH:18][cH:19][cH:20][c:21]21. Starting materials: CC(C)CCC1(c2ccccc2)CC(O)=C(Br)C(=O)O1, COC(=O)c1ccccc1S, C1CCNCC1, ClCCl. Yields the product COC(=O)c1ccccc1SC1=C(O)CC(CCC(C)C)(c2ccccc2)OC1=O. As a reaction SMILES: [Br:1][C:2]1=[C:7]([OH:8])[CH2:6][C:5]([c:9]2[cH:10][cH:11][cH:12][cH:13][cH:14]2)([CH2:15][CH2:16][CH:17]([CH3:18])[CH3:19])[O:4][C:3]1=[O:20].[C:21]([c:22]1[c:23]([SH:24])[cH:25][cH:26][cH:27][cH:28]1)(=[O:29])[O:30][CH3:31].[CH2:32]1[CH2:33][CH2:34][NH:35][CH2:36][CH2:37]1.[Cl:38][CH2:39][Cl:40]>>[C:2]1([S:24][c:23]2[c:22]([C:21](=[O:29])[O:30][CH3:31])[cH:28][cH:27][cH:26][cH:25]2)=[C:7]([OH:8])[CH2:6][C:5]([c:9]2[cH:10][cH:11][cH:12][cH:13][cH:14]2)([CH2:15][CH2:16][CH:17]([CH3:18])[CH3:19])[O:4][C:3]1=[O:20].